This data is from the Open Reaction Database (ORD), a public repository of structured organic reaction records. The task is: describe an organic reaction: reactants, conditions, products, and yield Reactants: OC1=CC=C2C=C(N=CC2=C1)NC(=O)C1CC1 (N-(7-hydroxyisoquinolin-3-yl)cyclopropanecarboxamide), O1CCCC1 (tetrahydrofuran), CCOC(=O)[C@H](C)O (ethyl L-(−)-lactate), C1(=CC=CC=C1)P(C1=CC=CC=C1)C1=CC=CC=C1 (triphenylphosphine), N(=NC(=O)OCC)C(=O)OCC (diethyl azodicarboxylate), CCOC(=O)[C@H](C)O (ethyl L-(−)-lactate), N(=NC(=O)OCC)C(=O)OCC (diethyl azodicarboxylate). Solvent: C(C)(=O)OCC (ethyl acetate). Run at time 1 hour. Product: C1(CC1)C(=O)NC=1N=CC2=CC(=CC=C2C1)O[C@@H](C(=O)OC)C ((R)-methyl 2-(3-(cyclopropanecarboxamido)isoquinolin-7-yloxy)propanoate). As a reaction SMILES: [OH:1][C:2]1[CH:11]=[C:10]2[C:5]([CH:6]=[C:7]([NH:12][C:13]([CH:15]3[CH2:17][CH2:16]3)=[O:14])[N:8]=[CH:9]2)=[CH:4][CH:3]=1.O1CCCC1.C[CH2:24][O:25][C:26]([C@@H:28](O)[CH3:29])=[O:27].C1(P(C2C=CC=CC=2)C2C=CC=CC=2)C=CC=CC=1.N(C(OCC)=O)=NC(OCC)=O>C(OCC)(=O)C>[CH:15]1([C:13]([NH:12][C:7]2[N:8]=[CH:9][C:10]3[C:5]([CH:6]=2)=[CH:4][CH:3]=[C:2]([O:1][C@H:28]([CH3:29])[C:26]([O:25][CH3:24])=[O:27])[CH:11]=3)=[O:14])[CH2:16][CH2:17]1. Reported procedure: To a solution of N-(7-hydroxyisoquinolin-3-yl)cyclopropanecarboxamide (68.7 mg, 0.301 mmol) in tetrahydrofuran (3.0 mL, 37 mmol) was added ethyl L-(−)-lactate (44 uL, 0.39 mmol) and triphenylphosphine (108.4 mg, 0.4133 mmol), followed by dropwise addition of diethyl azodicarboxylate (62 uL, 0.39 mmol). The resulting mixture was stirred at room temperature for 1 hour, and then ethyl L-(−)-lactate (13 uL, 0.11 mmol) and diethyl azodicarboxylate (19 uL, 0.12 mmol) were added. After an additional 2.... The reactants are CC(C)(CO)c1cccc(Br)c1, C1CCOC1, CI, [H-], [Na+]. Product: COCC(C)(C)c1cccc(Br)c1. Reaction SMILES: [Br:3][c:4]1[cH:5][c:6]([C:10]([CH2:11][OH:12])([CH3:13])[CH3:14])[cH:7][cH:8][cH:9]1.[CH2:17]1[O:18][CH2:19][CH2:20][CH2:21]1.[CH3:15][I:16].[H-:2].[Na+:1]>>[Br:3][c:4]1[cH:5][c:6]([C:10]([CH2:11][O:12][CH3:15])([CH3:13])[CH3:14])[cH:7][cH:8][cH:9]1. The reactants are NN1C(C2=CC=CC=C2C(=N1)C(C)(C)C)=O (2-amino-4-tert-butylphthalazin-1(2H)-one), CC(CC(=O)O)(C)C1=CC=CC=C1 (3-methyl-3-phenylbutanoic acid). The product is C(C)(C)(C)C1=NN(C(C2=CC=CC=C12)=O)NC(CC(C)(C1=CC=CC=C1)C)=O (N-(4-tert-butyl-1-oxophthalazin-2(1H)-yl)-3-methyl-3-phenylbutanamide). As a reaction SMILES: [NH2:1][N:2]1[N:11]=[C:10]([C:12]([CH3:15])([CH3:14])[CH3:13])[C:9]2[C:4](=[CH:5][CH:6]=[CH:7][CH:8]=2)[C:3]1=[O:16].[CH3:17][C:18]([C:24]1[CH:29]=[CH:28][CH:27]=[CH:26][CH:25]=1)([CH3:23])[CH2:19][C:20](O)=[O:21]>>[C:12]([C:10]1[C:9]2[C:4](=[CH:5][CH:6]=[CH:7][CH:8]=2)[C:3](=[O:16])[N:2]([NH:1][C:20](=[O:21])[CH2:19][C:18]([CH3:17])([C:24]2[CH:29]=[CH:28][CH:27]=[CH:26][CH:25]=2)[CH3:23])[N:11]=1)([CH3:13])([CH3:15])[CH3:14]. Reported procedure: The product from Example 62A and 3-methyl-3-phenylbutanoic acid were treated using a method similar to that described in Example 51 to give the title compound. 1H NMR (300 MHz, DMSO-d6) δ ppm 11.21 (s, 1H), 8.35-8.39 (m, 2H), 7.93-7.99 (m, 1H), 7.84-7.90 (m, 1H), 7.43-7.47 (m, 2H), 7.24-7.39 (m, 2H), 7.15-7.21 (m, 1H), 2.59 (s, 2H), 1.47 (s, 6H), 1.46 (s, 9H); MS (ESI−) M/Z 376 (M−H)−. The reactants are O1C(CCCC1)OC=1C=C(C=CC1)C12OCC(CC1)(CC2)CCCCC#N (5-(1-(3-(tetrahydro-2H-pyran-2-yloxy)phenyl)-2-oxabicyclo[2.2.2]octan-4-yl)pentanenitrile), O1C(CCCC1)OC=1C=C(C=CC1)C12OCC(CC1)(CC2)CCCCO (4-(1-(3-(tetrahydro-2H-pyran-2-yloxy)phenyl)-2-oxabicyclo[2.2.2]octan-4-yl)butan-1-ol), O1C(CCCC1)OC=1C=C(C=CC1)C12OCC(CC1)(CC2)CCO (2-(1-(3-(tetrahydro-2H-pyran-2-yloxy)phenyl)-2-oxabicyclo[2.2.2]octan-4-yl)ethanol). Yields the product O1C(CCCC1)OC=1C=C(C=CC1)C12OCC(CC1)(CC2)CCC#N (3-(1-(3-(Tetrahydro-2H-pyran-2-yloxy)phenyl)-2-oxabicyclo[2.2.2]octan-4-yl)propanenitrile). As a reaction SMILES: O1CCCCC1OC1C=C(C23CCC(CCCCC#[N:27])(CC2)CO3)C=CC=1.[O:28]1[CH2:33][CH2:32][CH2:31][CH2:30][CH:29]1[O:34][C:35]1[CH:36]=[C:37]([C:41]23[CH2:48][CH2:47][C:44]([CH2:49][CH2:50][CH2:51]CO)([CH2:45][CH2:46]2)[CH2:43][O:42]3)[CH:38]=[CH:39][CH:40]=1.O1CCCCC1OC1C=C(C23CCC(CCO)(CC2)CO3)C=CC=1>>[O:28]1[CH2:33][CH2:32][CH2:31][CH2:30][CH:29]1[O:34][C:35]1[CH:36]=[C:37]([C:41]23[CH2:48][CH2:47][C:44]([CH2:49][CH2:50][C:51]#[N:27])([CH2:45][CH2:46]2)[CH2:43][O:42]3)[CH:38]=[CH:39][CH:40]=1. Reported procedure: 3-(1-(3-(Tetrahydro-2H-pyran-2-yloxy)phenyl)-2-oxabicyclo[2.2.2]octan-4-yl)propanenitrile was prepared using a procedure analogous to 5-(1-(3-(tetrahydro-2H-pyran-2-yloxy)phenyl)-2-oxabicyclo[2.2.2]octan-4-yl)pentanenitrile except that 4-(1-(3-(tetrahydro-2H-pyran-2-yloxy)phenyl)-2-oxabicyclo[2.2.2]octan-4-yl)butan-1-ol was replaced with 2-(1-(3-(tetrahydro-2H-pyran-2-yloxy)phenyl)-2-oxabicyclo[2.2.2]octan-4-yl)ethanol. The title compound was obtained (490 mg, 1.435 mmol, 87% yield) as a white s...